This data is from the Open Reaction Database (ORD), a public repository of structured organic reaction records. The task is: describe an organic reaction: reactants, conditions, products, and yield Reactants: Fc1cccc(Cl)c1Br, Cc1ccc(N)cc1, Cc1ccccc1, O=C(C=Cc1ccccc1)C=Cc1ccccc1, O=C(C=Cc1ccccc1)C=Cc1ccccc1, Cl, O, [Pd]. Product: Cc1ccc(Nc2c(F)cccc2Cl)cc1. As a reaction SMILES: [Br:1][c:2]1[c:3]([Cl:9])[cH:4][cH:5][cH:6][c:7]1[F:8].[CH3:10][c:11]1[cH:12][cH:13][c:14]([NH2:15])[cH:16][cH:17]1.[CH3:18][c:19]1[cH:20][cH:21][cH:22][cH:23][cH:24]1.[CH:26](=[CH:27][C:28]([CH:29]=[CH:30][c:31]1[cH:32][cH:33][cH:34][cH:35][cH:36]1)=[O:37])[c:38]1[cH:39][cH:40][cH:41][cH:42][cH:43]1.[CH:44](=[CH:45][C:46]([CH:47]=[CH:48][c:49]1[cH:50][cH:51][cH:52][cH:53][cH:54]1)=[O:55])[c:56]1[cH:57][cH:58][cH:59][cH:60][cH:61]1.[ClH:25].[OH2:63].[Pd:62]>>[c:2]1([NH:15][c:14]2[cH:13][cH:12][c:11]([CH3:10])[cH:17][cH:16]2)[c:3]([Cl:9])[cH:4][cH:5][cH:6][c:7]1[F:8]. The reactants are O=C(C(=O)OC)CCC(=O)OC (Dimethyl 2-ketoglutarate), C1(=C(C=CC=C1)N)N (o-phenylenediamine). Run in CO (methanol). Reaction conditions: time 8 hour. Product: OC=1C(=NC2=CC=CC=C2N1)CCC(=O)OC (methyl 3-(3-hydroxyquinoxaline-2-yl)propanoate). Yield: 101.2%. Reaction SMILES: O=[C:2]([CH2:7][CH2:8][C:9]([O:11]C)=O)[C:3]([O:5][CH3:6])=[O:4].[C:13]1([NH2:20])[CH:18]=[CH:17][CH:16]=[CH:15][C:14]=1[NH2:19]>CO>[OH:11][C:9]1[C:8]([CH2:7][CH2:2][C:3]([O:5][CH3:6])=[O:4])=[N:19][C:14]2[C:13]([N:20]=1)=[CH:18][CH:17]=[CH:16][CH:15]=2. Procedure details: Dimethyl 2-ketoglutarate (3.75 g) and o-phenylenediamine (2.5 g) were dissolved in methanol (30 ml), and the mixture was stirred overnight. The precipitated crystals were recovered by filtration and washed with water and methanol to obtain 5.06 g of methyl 3-(3-hydroxyquinoxaline-2-yl)propanoate Yield: 94%. Reported procedure: To a solution of 2-methanesulfonyloxypentadecane (15.5 g, 48.1 mmol) in dry DMF (200 ml) was added triiodophenol (22.6 g, 47.9 mmol) and potassium carbonate (6.6 g, 47.8 mmol). The reaction flask was immersed in an oil bath which was heated to 85° C. over a period of 0.5 hr. The reaction was stirred under N2 atmosphere for 16 hrs. At the end of this period the reaction was processed as for Example 1 except at 4 times the volumes to provide a brown residue. Flash column chromatography (silica, he... The reactants are CS(=O)(=O)OC(C)CCCCCCCCCCCCC (2-methanesulfonyloxypentadecane), C=1C(=CC(=C(C1I)O)I)I (triiodophenol), C([O-])([O-])=O.[K+].[K+] (potassium carbonate). The product is IC1=C(OC(C)CCCCCCCCCCCCC)C(=CC(=C1)I)I (2-(2,4,6-triiodophenoxy)pentadecane). Isolated yield 58.8%. As a reaction SMILES: CS([O:5][CH:6]([CH2:8][CH2:9][CH2:10][CH2:11][CH2:12][CH2:13][CH2:14][CH2:15][CH2:16][CH2:17][CH2:18][CH2:19][CH3:20])[CH3:7])(=O)=O.[CH:21]1[C:22]([I:30])=[CH:23][C:24]([I:29])=[C:25](O)[C:26]=1[I:27].C(=O)([O-])[O-].[K+].[K+]>CN(C=O)C>[I:27][C:26]1[CH:25]=[C:24]([I:29])[CH:23]=[C:22]([I:30])[C:21]=1[O:5][CH:6]([CH2:8][CH2:9][CH2:10][CH2:11][CH2:12][CH2:13][CH2:14][CH2:15][CH2:16][CH2:17][CH2:18][CH2:19][CH3:20])[CH3:7] |f:2.3.4|. Reaction conditions: temperature 85 celsius, time 16 hour. Solvent: CN(C)C=O (DMF), hexanes. Starting materials: Cl (HCl), FC=1C=CC(=C(C1)NC(CCC1=CC=CC=C1)=O)C=O (N-[5-fluoro-2-oxomethylphenyl]benzenepropanamide), FC(F)(F)[SiH3] (trifluoromethylsilane), [F-].C(CCC)[N+](CCCC)(CCCC)CCCC (tetrabutylammonium fluoride). Run in C1CCOC1 (THF), CCOCC (ether). Conditions: temperature 23 celsius, time 2 hour. Product: FC=1C=CC(=C(C1)NC(CCC1=CC=CC=C1)=O)C(C(F)(F)F)O (N-[5-fluoro-2-(2,2,2-trifluoro-1-hydroxyethyl)phenyl]benzenepropanamide). Isolated yield 67.5%. Reaction SMILES: [F:1][C:2]1[CH:3]=[CH:4][C:5]([CH:19]=[O:20])=[C:6]([NH:8][C:9](=[O:18])[CH2:10][CH2:11][C:12]2[CH:17]=[CH:16][CH:15]=[CH:14][CH:13]=2)[CH:7]=1.[F:21][C:22]([SiH3])([F:24])[F:23].[F-].C([N+](CCCC)(CCCC)CCCC)CCC.Cl>CCOCC.C1COCC1>[F:1][C:2]1[CH:3]=[CH:4][C:5]([CH:19]([OH:20])[C:22]([F:24])([F:23])[F:21])=[C:6]([NH:8][C:9](=[O:18])[CH2:10][CH2:11][C:12]2[CH:13]=[CH:14][CH:15]=[CH:16][CH:17]=2)[CH:7]=1 |f:2.3|. Procedure details: To a mixture of aldehyde from Step 3 (252 mg, 0.929 mmol) and THF (8 mL) under argon at 0° C., was added trifluoromethylsilane (132 mg, 0.929 mmol), followed by tetrabutylammonium fluoride (1M solution in THF, 50 mL). The reaction was warmed to 23° C. After 2 h at 23° C., the reaction was treated with 3N HCl (125 mL). After 4 h, the reaction was diluted with ether (75 mL), washed with brine (2×100 mL), and dried (MgSO4). Concentration in vacuo afforded a brown oil (214 mg, 67.4%) which was taken... Starting materials: CN(C)S(=O)(=O)c1ccc(-c2ccnc(S(C)(=O)=O)n2)s1, CS(C)=O, CC(O)c1cccc(N)c1, O=C(O)C(F)(F)F. Product: CC(O)c1cccc(Nc2nccc(-c3ccc(S(=O)(=O)N(C)C)s3)n2)c1. RXN SMILES: [CH3:1][N:2]([S:3](=[O:4])(=[O:5])[c:6]1[s:7][c:8](-[c:11]2[n:12][c:13]([S:17]([CH3:18])(=[O:19])=[O:20])[n:14][cH:15][cH:16]2)[cH:9][cH:10]1)[CH3:21].[CH3:39][S:40]([CH3:41])=[O:42].[NH2:22][c:23]1[cH:24][c:25]([CH:29]([CH3:30])[OH:31])[cH:26][cH:27][cH:28]1.[OH:32][C:33]([C:34]([F:35])([F:36])[F:37])=[O:38]>>[CH3:1][N:2]([S:3](=[O:4])(=[O:5])[c:6]1[s:7][c:8](-[c:11]2[n:12][c:13]([NH:22][c:23]3[cH:24][c:25]([CH:29]([CH3:30])[OH:31])[cH:26][cH:27][cH:28]3)[n:14][cH:15][cH:16]2)[cH:9][cH:10]1)[CH3:21]. Starting materials: [Br-].[Na+] (sodium bromide), N[C@@H](CC(=O)O)C(=O)O (L-aspartic acid), NC(=O)N (urea), N(=O)[O-].[Na+] (sodium nitrite). Solvent: S(O)(O)(=O)=O (sulfuric acid), O (water). Conditions: temperature 5 celsius. Product: Br[C@H](C(=O)O)CC(=O)O ((S)-2-Bromosuccinic Acid). Yield: 63.3%. Reaction SMILES: [Br-:1].[Na+].N[C@H:4]([C:9]([OH:11])=[O:10])[CH2:5][C:6]([OH:8])=[O:7].N([O-])=O.[Na+].NC(N)=O>S(=O)(=O)(O)O.O>[Br:1][C@@H:4]([CH2:5][C:6]([OH:8])=[O:7])[C:9]([OH:11])=[O:10] |f:0.1,3.4|. Reported procedure: To a solution of 1,000 g (9.72 mol) sodium bromide in 2.1 liters 6N sulfuric acid under nitrogen was added 323.1 g (2.43 mol) L-aspartic acid and the resulting solution cooled to 5° C. To this was added in portions over 1.5 hours, 201.4 g (2.92 mol) sodium nitrite while keeping the temperature below 10° C. After the addition was completed, one liter of distilled water was added, followed by 73.07 g (1.22 mol) urea. The resulting mixture was poured into a separatory funnel and extracted with 2.5 ... The reactants are CCC1C=C(C)C(F)C(C)CC(OC)C2OC(O)(C(=O)C(=O)N3CCCCC3C(=O)OC(C(C)=CC3CCC(N=[N+]=[N-])C(OC)C3)C(C)C(O)CC1=O)C(C)CC2OC, Cc1ccccc1, c1ccc(P(c2ccccc2)c2ccccc2)cc1. Yields the product CCC1C=C(C)C(F)C(C)CC(OC)C2OC(O)(C(=O)C(=O)N3CCCCC3C(=O)OC(C(C)=CC3CCC(N)C(OC)C3)C(C)C(O)CC1=O)C(C)CC2OC. RXN SMILES: [CH2:1]([CH3:2])[CH:3]1[C:4](=[O:59])[CH2:5][CH:6]([OH:58])[CH:7]([CH3:57])[CH:8]([C:43](=[CH:44][CH:45]2[CH2:46][CH:47]([O:54][CH3:55])[CH:48]([N:51]=[N+:52]=[N-:53])[CH2:49][CH2:50]2)[CH3:56])[O:9][C:10](=[O:42])[CH:11]2[CH2:12][CH2:13][CH2:14][CH2:15][N:16]2[C:17](=[O:41])[C:18](=[O:40])[C:19]2([OH:39])[CH:20]([CH3:38])[CH2:21][CH:22]([O:36][CH3:37])[CH:23]([CH:24]([O:33][CH3:34])[CH2:25][CH:26]([CH3:32])[CH:27]([F:31])[C:28]([CH3:30])=[CH:29]1)[O:35]2.[CH3:79][c:80]1[cH:81][cH:82][cH:83][cH:84][cH:85]1.[c:60]1([P:61]([c:62]2[cH:63][cH:64][cH:65][cH:66][cH:67]2)[c:68]2[cH:69][cH:70][cH:71][cH:72][cH:73]2)[cH:74][cH:75][cH:76][cH:77][cH:78]1>>[CH2:1]([CH3:2])[CH:3]1[C:4](=[O:59])[CH2:5][CH:6]([OH:58])[CH:7]([CH3:57])[CH:8]([C:43](=[CH:44][CH:45]2[CH2:46][CH:47]([O:54][CH3:55])[CH:48]([NH2:51])[CH2:49][CH2:50]2)[CH3:56])[O:9][C:10](=[O:42])[CH:11]2[CH2:12][CH2:13][CH2:14][CH2:15][N:16]2[C:17](=[O:41])[C:18](=[O:40])[C:19]2([OH:39])[CH:20]([CH3:38])[CH2:21][CH:22]([O:36][CH3:37])[CH:23]([CH:24]([O:33][CH3:34])[CH2:25][CH:26]([CH3:32])[CH:27]([F:31])[C:28]([CH3:30])=[CH:29]1)[O:35]2. Starting materials: N(=[N+]=[N-])CC=1CS[C@H]2N(C1C(=O)O)C(C2NC(C(=NO)C=2N=C(SC2)NC(C2=CC=CC=C2)(C2=CC=CC=C2)C2=CC=CC=C2)=O)=O (3-azidomethyl-7-[2-(2-tritylamino-4-thiazolyl)-2-hydroxyimino-acetamido]-ceph-3-eme-4-carboxylic acid), 2-1, C(=O)O.O (formic acid water). Run in O (water). The product is N(=[N+]=[N-])CC=1CS[C@H]2N(C1C(=O)O)C(C2NC(C(=NO)C=2N=C(SC2)N)=O)=O (3-azidomethyl-7-[2-(2-amino-4-thiazolyl)-2-hydroxyimino-acetamido]-ceph-3-eme-4-carboxylic acid). As a reaction SMILES: [N:1]([CH2:4][C:5]1[CH2:6][S:7][C@@H:8]2[CH:15]([NH:16][C:17](=[O:46])[C:18]([C:21]3[N:22]=[C:23]([NH:26]C(C4C=CC=CC=4)(C4C=CC=CC=4)C4C=CC=CC=4)[S:24][CH:25]=3)=[N:19][OH:20])[C:14](=[O:47])[N:9]2[C:10]=1[C:11]([OH:13])=[O:12])=[N+:2]=[N-:3].C(O)=O.O>O>[N:1]([CH2:4][C:5]1[CH2:6][S:7][C@@H:8]2[CH:15]([NH:16][C:17](=[O:46])[C:18]([C:21]3[N:22]=[C:23]([NH2:26])[S:24][CH:25]=3)=[N:19][OH:20])[C:14](=[O:47])[N:9]2[C:10]=1[C:11]([OH:13])=[O:12])=[N+:2]=[N-:3] |f:1.2|. Procedure: A mixture of the product of Step B and 6 ml of 2-1 formic acid-water mixture was stirred at 45°-50° C. was stirred for 10 minutes and was diluted with 7 ml of water. The mixture was vacuum filtered and the filtrate was evaporated to dryness. The residue was added all at once to 10 ml of water and the mixture was triturated and vacuum filtered to obtain 0.95 g of the raw syn isomer of 3-azidomethyl-7-[2-(2-amino-4-thiazolyl)-2-hydroxyimino-acetamido]-ceph-3-eme-4-carboxylic acid. Reactants: ClC=1N=C2N(C(C1)=O)CC[C@H](N2CC(=O)C2=CC=1OCCNC1N=C2)C(F)(F)F ((8S)-2-chloro-9-[2-(3,4-dihydro-2H-pyrido[3,2-b][1,4]oxazin-7-yl)-2-oxoethyl]-8-trifluoromethyl-6,7,8,9-tetrahydropyrimido[1,2-a]pyrimidin-4-one), Cl.[C@@H]12OC[C@@H](NC1)C2 ((1S,4S)-2-oxa-5-azabicyclo[2.2.1]heptane hydrochloride). Yields the product O1C2=C(NCC1)N=CC(=C2)C(CN2[C@@H](CCN1C2=NC(=CC1=O)N1[C@@H]2CO[C@H](C1)C2)C(F)(F)F)=O ((8S)-9-[2-(3,4-dihydro-2H-pyrido[3,2-b][1,4]oxazin-7-yl)-2-oxoethyl]-2-(1S,4S)-2-oxa-5-azabicyclo[2.2.1]hept-5-yl-8-trifluoromethyl-6,7,8,9-tetrahydropyrimido[1,2-a]pyrimidin-4-one). RXN SMILES: Cl[C:2]1[N:3]=[C:4]2[N:12]([CH2:13][C:14]([C:16]3[CH:25]=[N:24][C:23]4[NH:22][CH2:21][CH2:20][O:19][C:18]=4[CH:17]=3)=[O:15])[C@H:11]([C:26]([F:29])([F:28])[F:27])[CH2:10][CH2:9][N:5]2[C:6](=[O:8])[CH:7]=1.Cl.[C@H:31]12[CH2:37][C@H:34]([NH:35][CH2:36]1)[CH2:33][O:32]2>>[O:19]1[CH2:20][CH2:21][NH:22][C:23]2[N:24]=[CH:25][C:16]([C:14](=[O:15])[CH2:13][N:12]3[C:4]4=[N:3][C:2]([N:35]5[CH2:36][C@@H:31]6[CH2:37][C@H:34]5[CH2:33][O:32]6)=[CH:7][C:6](=[O:8])[N:5]4[CH2:9][CH2:10][C@H:11]3[C:26]([F:28])([F:27])[F:29])=[CH:17][C:18]1=2 |f:1.2|. Procedure: 110 mg (0.25 mmol) of (8S)-2-chloro-9-[2-(3,4-dihydro-2H-pyrido[3,2-b][1,4]oxazin-7-yl)-2-oxoethyl]-8-trifluoromethyl-6,7,8,9-tetrahydropyrimido[1,2-a]pyrimidin-4-one and 41.64 mg (0.31 mmol) of (1S,4S)-2-oxa-5-azabicyclo[2.2.1]heptane hydrochloride were used in the reaction. After purification by passing through an RP18 reverse-phase column (eluent: from 100% H2O to 100% CH3CN over 30 minutes), 30 mg of (8S)-9-[2-(3,4-dihydro-2H-pyrido[3,2-b][1,4]oxazin-7-yl)-2-oxoethyl]-2-(1S,4S)-2-oxa-5-azabi...